Dataset: the Open Reaction Database (ORD), a public repository of structured organic reaction records. Task: describe an organic reaction: reactants, conditions, products, and yield Starting materials: CCO, CCOC(C)=O, COC(=O)c1ccc(Oc2ccccc2)cc1Nc1ccc(F)cc1, [Na+], [OH-], O=C(O)CC(O)(CC(=O)O)C(=O)O. Yields the product O=C(O)c1ccc(Oc2ccccc2)cc1Nc1ccc(F)cc1. As a reaction SMILES: [CH3:1][CH2:2][OH:3].[CH3:44][CH2:45][O:46][C:47](=[O:48])[CH3:49].[F:4][c:5]1[cH:6][cH:7][c:8]([NH:9][c:10]2[c:11]([C:12](=[O:13])[O:14][CH3:15])[cH:16][cH:17][c:18]([O:20][c:21]3[cH:22][cH:23][cH:24][cH:25][cH:26]3)[cH:19]2)[cH:27][cH:28]1.[Na+:30].[OH-:29].[OH:31][C:32]([CH2:33][C:34]([C:35](=[O:36])[OH:37])([CH2:38][C:39](=[O:40])[OH:41])[OH:42])=[O:43]>>[F:4][c:5]1[cH:6][cH:7][c:8]([NH:9][c:10]2[c:11]([C:12](=[O:13])[OH:14])[cH:16][cH:17][c:18]([O:20][c:21]3[cH:22][cH:23][cH:24][cH:25][cH:26]3)[cH:19]2)[cH:27][cH:28]1. Starting materials: ClC1=NC=CC=N1 (2-chloropyrimidine), NC1=CC(=C(C(=O)N[C@@H]2[C@@H](CN(CC2)CCCN)OC)C=C1Cl)OC (cis-4-amino-N-[1-(3-aminopropyl)-3-methoxy-4-piperidinyl]-5-chloro-2-methoxybenzamide), C([O-])([O-])=O.[Na+].[Na+] (sodium carbonate). The solvent is CN(C(C)=O)C (N,N-dimethylacetamide). Run at temperature 90 celsius, time 6.5 hour. Product: NC1C=CC(C(=O)N[C@@H]2[C@@H](CN(CC2)CCCNC2=NC=CC=N2)OC)=CC1(OC)Cl (cis-4-amino-5-chloro-5-methoxy-N-[3-methoxy-1-[3-(2-pyrimidinylamino)propyl]-4-piperidinyl]benzamide). Isolated yield 35.0%. Reaction SMILES: Cl[C:2]1[N:7]=[CH:6][CH:5]=[CH:4][N:3]=1.[NH2:8][C:9]1[C:29]([Cl:30])=[CH:28][C:12]([C:13]([NH:15][C@H:16]2[CH2:21][CH2:20][N:19]([CH2:22][CH2:23][CH2:24][NH2:25])[CH2:18][C@H:17]2[O:26][CH3:27])=[O:14])=[C:11](OC)[CH:10]=1.[C:33](=O)([O-])[O-:34].[Na+].[Na+]>CN(C)C(=O)C>[NH2:8][CH:9]1[C:29]([Cl:30])([O:34][CH3:33])[CH:28]=[C:12]([C:13]([NH:15][C@H:16]2[CH2:21][CH2:20][N:19]([CH2:22][CH2:23][CH2:24][NH:25][C:2]3[N:7]=[CH:6][CH:5]=[CH:4][N:3]=3)[CH2:18][C@H:17]2[O:26][CH3:27])=[O:14])[CH:11]=[CH:10]1 |f:2.3.4|. Procedure: A mixture of 1.17 parts of 2-chloropyrimidine, 5.56 parts of cis-4-amino-N-[1-(3-aminopropyl)-3-methoxy-4-piperidinyl]-5-chloro-2-methoxybenzamide and 2.7 parts of N,N-dimethylacetamide was stirred for 6.5 hours at 90° C. After cooling, a sodium carbonate solution was added. The product was extracted with dichloromethane. The extract was dried, filtered and evaporated. The residue was purified by column chromatography over silica gel using a mixture of trichloromethane and methanol, saturated wi... Reactants: COCCCBr, COC(OC)c1cc(Br)ncc1Cl, C1CCOC1, CCOC(C)=O, I. Product: COCCCc1cc(C(OC)OC)c(Cl)cn1. RXN SMILES: [Br:2][CH2:3][CH2:4][CH2:5][O:6][CH3:7].[Br:8][c:9]1[n:10][cH:11][c:12]([Cl:20])[c:13]([CH:15]([O:16][CH3:17])[O:18][CH3:19])[cH:14]1.[CH2:27]1[O:28][CH2:29][CH2:30][CH2:31]1.[CH3:21][CH2:22][O:23][C:24]([CH3:25])=[O:26].[I:1]>>[CH2:3]([CH2:4][CH2:5][O:6][CH3:7])[c:9]1[n:10][cH:11][c:12]([Cl:20])[c:13]([CH:15]([O:16][CH3:17])[O:18][CH3:19])[cH:14]1.